From a dataset of the Open Reaction Database (ORD), a public repository of structured organic reaction records. describe an organic reaction: reactants, conditions, products, and yield The reactants are COC(=O)C(F)(F)Cl, COC(=O)c1c(C)cc(Cl)cc1I, [Cu]I, [F-], [K+], CN(C)C=O. Yields the product COC(=O)c1c(C)cc(Cl)cc1C(F)(F)F. Reaction SMILES: [CH3:16][O:17][C:18]([C:19]([F:20])([F:21])[Cl:23])=[O:22].[CH3:3][O:4][C:5]([c:6]1[c:7]([I:14])[cH:8][c:9]([Cl:13])[cH:10][c:11]1[CH3:12])=[O:15].[Cu:29][I:30].[F-:1].[K+:2].[O:24]=[CH:25][N:26]([CH3:27])[CH3:28]>>[F:1][C:19]([c:7]1[c:6]([C:5]([O:4][CH3:3])=[O:15])[c:11]([CH3:12])[cH:10][c:9]([Cl:13])[cH:8]1)([F:20])[F:21]. Reaction SMILES: [C:36](=[O:37])([O-:38])[O-:39].[CH3:1][c:2]1[cH:3][cH:4][cH:5][c:6](-[c:8]2[n:9][n:10]3[c:11]([cH:12][cH:13][cH:14][cH:15]3)[c:16]2-[c:17]2[cH:18][cH:19][n:20][c:21]3[cH:22][c:23]([OH:27])[cH:24][cH:25][c:26]23)[n:7]1.[CH3:29][N:30]([CH2:31][CH2:32][CH2:33][Cl:34])[CH3:35].[ClH:28].[Cs+:40].[Cs+:41].[O:42]=[CH:43][N:44]([CH3:45])[CH3:46]>>[CH3:1][c:2]1[cH:3][cH:4][cH:5][c:6](-[c:8]2[n:9][n:10]3[c:11]([cH:12][cH:13][cH:14][cH:15]3)[c:16]2-[c:17]2[cH:18][cH:19][n:20][c:21]3[cH:22][c:23]([O:27][CH2:33][CH2:32][CH2:31][N:30]([CH3:29])[CH3:35])[cH:24][cH:25][c:26]23)[n:7]1. The reactants are O=C([O-])[O-], Cc1cccc(-c2nn3ccccc3c2-c2ccnc3cc(O)ccc23)n1, CN(C)CCCCl, Cl, [Cs+], [Cs+], CN(C)C=O. Yields the product Cc1cccc(-c2nn3ccccc3c2-c2ccnc3cc(OCCCN(C)C)ccc23)n1. As a reaction SMILES: [CH3:1][C:2]1([CH3:14])[CH2:6][O:5][CH:4]([C:7]2[S:8][CH:9]=[CH:10][C:11]=2[O:12][CH3:13])[NH:3]1.C([Li])CCC.[CH3:20][S:21]C>O1CCCC1.CCCCCC>[CH3:1][C:2]1([CH3:14])[CH2:6][O:5][CH:4]([C:7]2[S:8][C:9]([S:21][CH3:20])=[CH:10][C:11]=2[O:12][CH3:13])[NH:3]1. Solvent: O1CCCC1 (tetrahydrofuran), O1CCCC1 (tetrahydrofuran), CCCCCC (n-hexane). Reactants: CSC (dimethylsulfide), CC1(NC(OC1)C=1SC=CC1OC)C (3,4-dihydro-4,4-dimethyl-2-(3-methoxy-2-thienyl)-oxazole), solution, C(CCC)[Li] (butyllithium). Conditions: temperature -45 celsius, time 1.5 hour. Reported procedure: 27 g (0.128 moles) of 3,4-dihydro-4,4-dimethyl-2-(3-methoxy-2-thienyl)-oxazole are dissolved in 400 ml of absolute tetrahydrofuran, the solution is cooled to -45° C. and 88 ml (0.141 moles) of a 1.6 molar solution of butyllithium in n-hexane is added dropwise such that the temperature in the reaction mixture does not exceed -45° C. After completion of the addition it is stirred further for 1.5 hours at -45° C., a solution of 13.9 g (0.147 moles) of dimethylsulfide in 70 ml of absolute tetrahydro... The product is CC1(NC(OC1)C=1SC(=CC1OC)SC)C (3,4-Dihydro-4,4-dimethyl-2-(3-methoxy-5-methylthio-2-thienyl)-oxazole). Reactants: Cl.C(C)OC(CN)=O (amino-acetic acid ethyl ester hydrochloride), ClC1=NC=NC(=C1[N+](=O)[O-])Cl (4,6-dichloro-5-nitro-pyrimidine), C(C)N(C(C)C)C(C)C (ethyl-diisopropyl-amine). Run in CN(C)C=O (DMF). Reaction conditions: time 3 hour. Yields the product C(C)OC(CNC1=NC=NC(=C1[N+](=O)[O-])Cl)=O ((6-chloro-5-nitro-pyrimidin-4-ylamino)-acetic acid ethyl ester). Yield: 78.1%. RXN SMILES: Cl.[CH2:2]([O:4][C:5](=[O:8])[CH2:6][NH2:7])[CH3:3].[Cl:9][C:10]1[C:15]([N+:16]([O-:18])=[O:17])=[C:14](Cl)[N:13]=[CH:12][N:11]=1.C(N(C(C)C)C(C)C)C>CN(C=O)C>[CH2:2]([O:4][C:5](=[O:8])[CH2:6][NH:7][C:14]1[C:15]([N+:16]([O-:18])=[O:17])=[C:10]([Cl:9])[N:11]=[CH:12][N:13]=1)[CH3:3] |f:0.1|. Procedure: The amino-acetic acid ethyl ester hydrochloride (1439.15 mg; 10.31 mmol; 1.00 eq.) and 4,6-dichloro-5-nitro-pyrimidine (2000.00 mg; 10.31 mmol; 1.00 eq.) in anhydrous DMF (26 mL) was added ethyl-diisopropyl-amine (3997.72 mg; 30.93 mmol; 3.00 eq.) and the mixture was stirred for 3 hours. LC-MS showed that the reaction was complete. DMF was removed and EtOAc was added. The mixture was washed with brine, dried over MgSO4 and purified through flash chromatography on silica (EtOAc in Hexane from 0% ... Starting materials: [C-]#N.[K+] (KCN), C(C)(C)(C)C1=CC=C(C=C1)S(=O)(=O)N(COC)C=1C(=NC=C(C1)Cl)C(=O)C=1C=NC(=CC1)F (4-tert-Butyl —N-[5-chloro-2-(6-fluoro-pyridine-3-carbonyl)-pyridin-3-yl]-N-methoxymethyl-benzenesulfonamide), [C-]#N.[K+] (KCN). Solvent: CN(C)C=O (DMF). Conditions: temperature 60 celsius, time 2 hour. The product is C(C)(C)(C)C1=CC=C(C=C1)S(=O)(=O)N(COC)C=1C(=NC=C(C1)Cl)C(=O)C=1C=NC(=CC1)C#N (4-tert-Butyl-N-[5-chloro-2-(6-cyano-pyridine-3-carbonyl)-pyridin-3-yl]-N-methoxymethyl-benzenesulfonamide). As a reaction SMILES: [C:1]([C:5]1[CH:10]=[CH:9][C:8]([S:11]([N:14]([C:18]2[C:19]([C:25]([C:27]3[CH:28]=[N:29][C:30](F)=[CH:31][CH:32]=3)=[O:26])=[N:20][CH:21]=[C:22]([Cl:24])[CH:23]=2)[CH2:15][O:16][CH3:17])(=[O:13])=[O:12])=[CH:7][CH:6]=1)([CH3:4])([CH3:3])[CH3:2].[C-:34]#[N:35].[K+]>CN(C=O)C>[C:1]([C:5]1[CH:10]=[CH:9][C:8]([S:11]([N:14]([C:18]2[C:19]([C:25]([C:27]3[CH:28]=[N:29][C:30]([C:34]#[N:35])=[CH:31][CH:32]=3)=[O:26])=[N:20][CH:21]=[C:22]([Cl:24])[CH:23]=2)[CH2:15][O:16][CH3:17])(=[O:13])=[O:12])=[CH:7][CH:6]=1)([CH3:4])([CH3:3])[CH3:2] |f:1.2|. Reported procedure: 4-tert-Butyl —N-[5-chloro-2-(6-fluoro-pyridine-3-carbonyl)-pyridin-3-yl]-N-methoxymethyl-benzenesulfonamide (444 mg, 0.899 mmol) was dissolved in DMF (5 mL). KCN (300 mg, 4.6 mmol) was then added and the reaction mixture was heated to 60° C. for 2 hours. Additional KCN (110 mg, 1.7 mmol) was then added and the reaction was stirred for another 2 hours. The solvent was removed under reduced pressure and the resulting brown oil purified by column (1:4 EtOAc/hexanes) to give 172 mg (0.345 mmol, 38% ... The reactants are CC(=O)SCC(CC(N)=O)C(=O)N1CCCC1C(=O)O, N, O. Product: NC(=O)CC(CS)C(=O)N1CCCC1C(=O)O. As a reaction SMILES: [C:1]([NH2:2])(=[O:3])[CH2:4][CH:5]([C:6](=[O:7])[N:8]1[CH:9]([C:10](=[O:11])[OH:12])[CH2:13][CH2:14][CH2:15]1)[CH2:16][S:17][C:18](=[O:19])[CH3:20].[NH3:22].[OH2:21]>>[C:1]([NH2:2])(=[O:3])[CH2:4][CH:5]([C:6](=[O:7])[N:8]1[CH:9]([C:10](=[O:11])[OH:12])[CH2:13][CH2:14][CH2:15]1)[CH2:16][SH:17]. Starting materials: [BH3-]C#N, CC(C)Cc1ccc2oc(-c3ccc(C=O)cc3)cc2c1, CC(=O)O, CO, CS(C)=O, ClCCl, O=C(O)C1CNC1, [Na+]. The product is CC(C)Cc1ccc2oc(-c3ccc(CN4CC(C(=O)O)C4)cc3)cc2c1. Reaction SMILES: [C:33]([BH3-:34])#[N:35].[CH2:1]([CH:2]([CH3:3])[CH3:4])[c:5]1[cH:6][cH:7][c:8]2[c:9]([cH:10][c:11](-[c:13]3[cH:14][cH:15][c:16]([CH:17]=[O:18])[cH:19][cH:20]3)[o:12]2)[cH:21]1.[CH3:22][C:23](=[O:24])[OH:25].[CH3:40][OH:41].[CH3:42][S:43]([CH3:44])=[O:45].[Cl:37][CH2:38][Cl:39].[NH:26]1[CH2:27][CH:28]([C:30](=[O:31])[OH:32])[CH2:29]1.[Na+:36]>>[CH2:1]([CH:2]([CH3:3])[CH3:4])[c:5]1[cH:6][cH:7][c:8]2[c:9]([cH:10][c:11](-[c:13]3[cH:14][cH:15][c:16]([CH2:17][N:26]4[CH2:27][CH:28]([C:30](=[O:31])[OH:32])[CH2:29]4)[cH:19][cH:20]3)[o:12]2)[cH:21]1.